From a dataset of the Open Reaction Database (ORD), a public repository of structured organic reaction records. describe an organic reaction: reactants, conditions, products, and yield Starting materials: C(C1=CC=CC=C1)ON1[C@@H]2CC[C@H](N(C1=O)C2)C(=O)O ((2S,5R)-6-(benzyloxy)-7-oxo-1,6-diazabicyclo[3.2.1]octane-2-carboxylic acid), CN(N)C(=O)OC(C)(C)C (tert-butyl 1-methylhydrazinecarboxylate), ON1N=NC2=C1C=CC=C2 (1-hydroxybenzotriazole), Cl.C(C)N=C=NCCCN(C)C (1-ethyl-(3-dimethylaminopropyl)carbodiimide hydrochloride). The reagents and catalysts are CN(C1=CC=NC=C1)C (4-dimethylaminopyridine). The solvent is C(Cl)Cl (DCM). Reaction conditions: time 8 hour. Yields the product C(C1=CC=CC=C1)ON1[C@@H]2CC[C@H](N(C1=O)C2)C(=O)NN(C(=O)OC(C)(C)C)C (tert-butyl 2-{[(2S,5R)-6-(benzyloxy)-7-oxo-1,6-diazabicyclo[3.2.1]oct-2-yl]carbonyl}-1-methylhydrazinecarboxylate). Yield: 85.8%. Reaction SMILES: [CH2:1]([O:8][N:9]1[C:15](=[O:16])[N:14]2[CH2:17][C@H:10]1[CH2:11][CH2:12][C@H:13]2[C:18]([OH:20])=O)[C:2]1[CH:7]=[CH:6][CH:5]=[CH:4][CH:3]=1.[CH3:21][N:22]([C:24]([O:26][C:27]([CH3:30])([CH3:29])[CH3:28])=[O:25])[NH2:23].ON1C2C=CC=CC=2N=N1.Cl.C(N=C=NCCCN(C)C)C>C(Cl)Cl.CN(C)C1C=CN=CC=1>[CH2:1]([O:8][N:9]1[C:15](=[O:16])[N:14]2[CH2:17][C@H:10]1[CH2:11][CH2:12][C@H:13]2[C:18]([NH:23][N:22]([CH3:21])[C:24]([O:26][C:27]([CH3:30])([CH3:29])[CH3:28])=[O:25])=[O:20])[C:2]1[CH:3]=[CH:4][CH:5]=[CH:6][CH:7]=1 |f:3.4|. Procedure: To a solution of (2S,5R)-6-(benzyloxy)-7-oxo-1,6-diazabicyclo[3.2.1]octane-2-carboxylic acid 1 (0.2 g, 0.72 mmol) in dry DCM (10 mL) were added tert-butyl 1-methylhydrazinecarboxylate 176 (0.16 g, 1.08 mmol), 1-hydroxybenzotriazole (0.15 g, 1.08 mmol), 1-ethyl-(3-dimethylaminopropyl)carbodiimide hydrochloride (0.21 g, 1.08 mmol) and 4-dimethylaminopyridine (0.13 g, 1.08 mmol) at room temperature. The reaction mixture was stirred at room temperature overnight, and then concentrated under vacuum. ... The reactants are OC1=CC=C(C=C1)C(C)=NOCCOC1=CC=C(CC2C(NC(S2)=O)=O)C=C1 (5-(4-{2-[1-(4-Hydroxyphenyl)ethylideneaminooxy]-ethoxy}benzyl)thiazolidine-2,4-dione), C(C)(=O)OC(C)=O (acetic anhydride). Run in N1=CC=CC=C1 (pyridine). The product is C(C)(=O)OC1=CC=C(C=C1)C(C)=NOCCOC1=CC=C(CC2C(NC(S2)=O)=O)C=C1 (5-(4-{2-[1-(4-Acetoxyphenyl)ethylideneaminooxy]-ethoxy}benzyl)thiazolidine-2,4-dione). Reaction SMILES: [OH:1][C:2]1[CH:7]=[CH:6][C:5]([C:8](=[N:10][O:11][CH2:12][CH2:13][O:14][C:15]2[CH:28]=[CH:27][C:18]([CH2:19][CH:20]3[S:24][C:23](=[O:25])[NH:22][C:21]3=[O:26])=[CH:17][CH:16]=2)[CH3:9])=[CH:4][CH:3]=1.[C:29](OC(=O)C)(=[O:31])[CH3:30]>N1C=CC=CC=1>[C:29]([O:1][C:2]1[CH:3]=[CH:4][C:5]([C:8](=[N:10][O:11][CH2:12][CH2:13][O:14][C:15]2[CH:28]=[CH:27][C:18]([CH2:19][CH:20]3[S:24][C:23](=[O:25])[NH:22][C:21]3=[O:26])=[CH:17][CH:16]=2)[CH3:9])=[CH:6][CH:7]=1)(=[O:31])[CH3:30]. Procedure: Following a procedure similar to that described in Example 54, but using 0.30 g of 5-(4-{2-[1-(4-hydroxyphenyl)ethylideneaminooxy]ethoxy}benzyl)thiazolidine-2,4-dione (prepared as described in Example 51), 0.092 ml of acetic anhydride and 15 ml of pyridine, 0.3 g of the title compound, melting at 133-135° C., was obtained. The reactants are N(=[N+]=[N-])C1C(NC(CCCC1)C)=O (3-azido-8-methylperhydroazocin-2-one), ICC(=O)OC(C)(C)C (t-butyl iodoacetate), [H-].[Na+] (sodium hydride). Yields the product C(C)(C)(C)OC(=O)CN1C(C(CCCCC1C)N=[N+]=[N-])=O (1-t-butoxycarbonylmethyl-3-azido-8-methylperhydroazocin-2-one). RXN SMILES: [N:1]([CH:4]1[CH2:11][CH2:10][CH2:9][CH2:8][CH:7]([CH3:12])[NH:6][C:5]1=[O:13])=[N+:2]=[N-:3].I[CH2:15][C:16]([O:18][C:19]([CH3:22])([CH3:21])[CH3:20])=[O:17].[H-].[Na+]>>[C:19]([O:18][C:16]([CH2:15][N:6]1[CH:7]([CH3:12])[CH2:8][CH2:9][CH2:10][CH2:11][CH:4]([N:1]=[N+:2]=[N-:3])[C:5]1=[O:13])=[O:17])([CH3:22])([CH3:21])[CH3:20] |f:2.3|. Reported procedure: React 5.65 g of this azide with 7.9 g t-butyl iodoacetate and 0.82 g sodium hydride as described in Example 1 to obtain 1-t-butoxycarbonylmethyl-3-azido-8-methylperhydroazocin-2-one, which can be purified by chromatography over silica gel. NMR (CCl4, TMS): δ 1.0-2.2 (m); δ 1.3 (d); δ 1.45 (s); δ 3.45 (d, J=16h3); δ 3.95 (d, J-16h3); δ 4.3-5.1 (m). Reactants: O[C@@H]([C@@H](COC)NC(=O)C1=CN(C2=NC=C(N=C21)C2=NN(C1=CC(=CC=C21)F)C)COCC[Si](C)(C)C)C (2-(6-fluoro-1-methyl-1H-indazol-3-yl)-5-(2-trimethylsilanyl-ethoxymethyl)-5H-pyrrolo[2,3-b]pyrazine-7-carboxylic acid ((1R,2R)-2-hydroxy-1-methoxymethyl-propyl)-amide), C(=O)(C(F)(F)F)O (TFA), C(CN)N (ethylenediamine). Solvent: ClCCl (dichloromethane). RXN SMILES: [OH:1][C@H:2]([CH3:38])[C@H:3]([NH:7][C:8]([C:10]1[C:18]2[C:13](=[N:14][CH:15]=[C:16]([C:19]3[C:27]4[C:22](=[CH:23][C:24]([F:28])=[CH:25][CH:26]=4)[N:21]([CH3:29])[N:20]=3)[N:17]=2)[N:12](COCC[Si](C)(C)C)[CH:11]=1)=[O:9])[CH2:4][O:5][CH3:6].C(O)(C(F)(F)F)=O.C(N)CN>ClCCl>[OH:1][C@H:2]([CH3:38])[C@H:3]([NH:7][C:8]([C:10]1[C:18]2[C:13](=[N:14][CH:15]=[C:16]([C:19]3[C:27]4[C:22](=[CH:23][C:24]([F:28])=[CH:25][CH:26]=4)[N:21]([CH3:29])[N:20]=3)[N:17]=2)[NH:12][CH:11]=1)=[O:9])[CH2:4][O:5][CH3:6]. The yield is 48.5%. Reported procedure: In a 10 mL round-bottom flask, 2-(6-fluoro-1-methyl-1H-indazol-3-yl)-5-(2-trimethylsilanyl-ethoxymethyl)-5H-pyrrolo[2,3-b]pyrazine-7-carboxylic acid ((1R,2R)-2-hydroxy-1-methoxymethyl-propyl)-amide (30 mg, 0.055 mmol) and TFA (0.3 ml, 3.9 mmol) were combined with dichloromethane (1 ml) to give an orange solution. The reaction mixture was stirred at room temperature for 2.5 h then concentrated under reduced pressure. The resultant crude solid was dissolved in dichloromethane (1 mL) and ethylenedi... Conditions: time 2.5 hour. Yields the product O[C@@H]([C@@H](COC)NC(=O)C1=CNC2=NC=C(N=C21)C2=NN(C1=CC(=CC=C21)F)C)C (2-(6-fluoro-1-methyl-1H-indazol-3-yl)-5H-pyrrolo[2,3-b]pyrazine-7-carboxylic acid ((1R,2R)-2-hydroxy-1-methoxymethyl-propyl)-amide). Reactants: ClC=1C=CC=2N(N1)C(=CN2)C(C)C=2C=C1C=CC=NC1=CC2F ((rac)-6-[1-(6-chloro-imidazo[1,2-b]pyridazin-3-yl)ethyl]-7-fluoro-quinoline), ClC=1C=CC=2N(N1)C(=CN2)C(C)C=2C=C1C=CC=NC1=CC2F ((rac)-6-[1-(6-chloro-imidazo[1,2-b]pyridazin-3-yl)ethyl]-7-fluoro-quinoline), Cl.CN1C(CNCC1)=O (1-methylpiperazin-2-one hydrochloride). The product is FC1=C(C=C2C=CC=NC2=C1)C(C)C1=CN=C2N1N=C(C=C2)N2CC(N(CC2)C)=O ((rac)-4-{3-[1-(7-Fluoro-quinolin-6-yl)-ethyl]-imidazo[1,2-b]pyridazin-6-yl}-1-methyl-piperazin-2-one). RXN SMILES: Cl[C:2]1[CH:3]=[CH:4][C:5]2[N:6]([C:8]([CH:11]([C:13]3[CH:14]=[C:15]4[C:20](=[CH:21][C:22]=3[F:23])[N:19]=[CH:18][CH:17]=[CH:16]4)[CH3:12])=[CH:9][N:10]=2)[N:7]=1.Cl.[CH3:25][N:26]1[CH2:31][CH2:30][NH:29][CH2:28][C:27]1=[O:32]>>[F:23][C:22]1[CH:21]=[C:20]2[C:15]([CH:16]=[CH:17][CH:18]=[N:19]2)=[CH:14][C:13]=1[CH:11]([C:8]1[N:6]2[N:7]=[C:2]([N:29]3[CH2:30][CH2:31][N:26]([CH3:25])[C:27](=[O:32])[CH2:28]3)[CH:3]=[CH:4][C:5]2=[N:10][CH:9]=1)[CH3:12] |f:1.2|. Procedure details: The title compound was prepared in analogy to Example 38 using (rac)-6-[1-(6-chloro-imidazo[1,2-b]pyridazin-3-yl)ethyl]-7-fluoro-quinoline (Intermediate K, 50 mg, 0.153 mmol), 1-methylpiperazin-2-one hydrochloride (46.1 mg, 0.306 mmol) (tR 3.24 min (conditions 5), MH+=404, 1H-NMR in DMSO-d6: 8.83 (d, 1H); 8.28 (d, 1H); 7.84 (s, 1H); 7.81 (d, 1H); 7.72 (d, 1H); 7.56 (s, 1H); 7.43 (m, 1H); 7.11 (d, 1H); 4.88 (m, 1H); 3.98 (d, 1H); 3.83 (m, 1H); 3.25 (m, 2H); 2.77 (s, 3H); 1.78 (d, 3H)). Product: O=C(NS(=O)(=O)C1CC1)c1cc(Cl)c(Oc2cnc(C3CC3)c(Cl)c2)cc1F. Reactants: CN(C)c1ccncc1, NS(=O)(=O)C1CC1, CCN(C(C)C)C(C)C, O=C(O)c1cc(Cl)c(Oc2cnc(C3CC3)c(Cl)c2)cc1F, ClCCl, CN(C)C=O. As a reaction SMILES: [CH3:44][N:45]([CH3:46])[c:47]1[cH:48][cH:49][n:50][cH:51][cH:52]1.[CH:28]1([S:31](=[O:32])(=[O:33])[NH2:34])[CH2:29][CH2:30]1.[CH:35]([N:36]([CH2:37][CH3:38])[CH:39]([CH3:40])[CH3:41])([CH3:42])[CH3:43].[Cl:1][c:2]1[c:3]([O:12][c:13]2[cH:14][n:15][c:16]([CH:20]3[CH2:21][CH2:22]3)[c:17]([Cl:19])[cH:18]2)[cH:4][c:5]([F:11])[c:6]([C:7](=[O:8])[OH:9])[cH:10]1.[Cl:53][CH2:54][Cl:55].[O:23]=[CH:24][N:25]([CH3:26])[CH3:27]>>[Cl:1][c:2]1[c:3]([O:12][c:13]2[cH:14][n:15][c:16]([CH:20]3[CH2:21][CH2:22]3)[c:17]([Cl:19])[cH:18]2)[cH:4][c:5]([F:11])[c:6]([C:7](=[O:9])[NH:34][S:31]([CH:28]2[CH2:29][CH2:30]2)(=[O:32])=[O:33])[cH:10]1. The reactants are CC1=C(OCC2OC2)C=CC=C1 ((2-Methylphenoxymethyl)oxirane), Cl (HCl), BrC=1C=C2C(=CNC2=CC1)CC(N)(C)C (5-bromo-α,α-dimethyl-1H-indol-3-yl-ethaneamine), hydrochloride salt. Run in C(C)#N (acetonitrile). Product: Cl.BrC=1C=C2C(=CNC2=CC1)CC(C)(C)NCC(COC1=C(C=CC=C1)C)O (1-[[2-(5-BROMO-3-INDOLYL)-1,1-DIMETHYLETHYL]AMINO]-3-(2-METHYLPHENOXY)-2-PROPANOL HYDROCHLORIDE). As a reaction SMILES: [CH3:1][C:2]1[CH:12]=[CH:11][CH:10]=[CH:9][C:3]=1[O:4][CH2:5][CH:6]1[CH2:8][O:7]1.[Br:13][C:14]1[CH:15]=[C:16]2[C:20](=[CH:21][CH:22]=1)[NH:19][CH:18]=[C:17]2[CH2:23][C:24]([CH3:27])([CH3:26])[NH2:25].[ClH:28]>C(#N)C>[ClH:28].[Br:13][C:14]1[CH:15]=[C:16]2[C:20](=[CH:21][CH:22]=1)[NH:19][CH:18]=[C:17]2[CH2:23][C:24]([NH:25][CH2:8][CH:6]([OH:7])[CH2:5][O:4][C:3]1[CH:9]=[CH:10][CH:11]=[CH:12][C:2]=1[CH3:1])([CH3:26])[CH3:27] |f:4.5|. Reported procedure: (2-Methylphenoxymethyl)oxirane, 4.1 g. (0.025 mole) and 6.65 g. (0.025 mole) of 5-bromo-α,α-dimethyl-1H-indol-3-yl-ethaneamine were mixed and heated at 140° for 1 hr. The mixture was then cooled and dissolved in 40 ml. of acetonitrile while still warm. The product was converted to the hydrochloride salt by treatment of the solution with 5 N ethanolic HCl. The solvent was removed by distillation and the residue dissolved in 30 ml. of acetonitrile. The product crystallized from this solution, yiel... Starting materials: CC(C)C[Al+]CC(C)C, Cc1sc(-c2ccccc2)nc1COc1cc(COc2ncccc2C#N)on1, Cc1ccccc1, CCOC(C)=O, CCCCCC, [Cl-], [H-], [NH4+]. Product: Cc1sc(-c2ccccc2)nc1COc1cc(COc2ncccc2C=O)on1. As a reaction SMILES: [CH2:38]([Al+:39][CH2:40][CH:41]([CH3:42])[CH3:43])[CH:44]([CH3:45])[CH3:46].[CH3:1][c:2]1[c:3]([CH2:13][O:14][c:15]2[n:16][o:17][c:18]([CH2:20][O:21][c:22]3[c:23]([C:24]#[N:25])[cH:26][cH:27][cH:28][n:29]3)[cH:19]2)[n:4][c:5](-[c:7]2[cH:8][cH:9][cH:10][cH:11][cH:12]2)[s:6]1.[CH3:30][c:31]1[cH:32][cH:33][cH:34][cH:35][cH:36]1.[CH3:49][CH2:50][O:51][C:52](=[O:53])[CH3:54].[CH3:55][CH2:56][CH2:57][CH2:58][CH2:59][CH3:60].[Cl-:47].[H-:37].[NH4+:48]>>[CH3:1][c:2]1[c:3]([CH2:13][O:14][c:15]2[n:16][o:17][c:18]([CH2:20][O:21][c:22]3[c:23]([CH:24]=[O:51])[cH:26][cH:27][cH:28][n:29]3)[cH:19]2)[n:4][c:5](-[c:7]2[cH:8][cH:9][cH:10][cH:11][cH:12]2)[s:6]1.